This data is from the Open Reaction Database (ORD), a public repository of structured organic reaction records. The task is: describe an organic reaction: reactants, conditions, products, and yield Starting materials: CN1CC(C(CC1)(C1=CC=CC=C1)O)C(C1=CC=CC=C1)=O (1-methyl-3-benzoyl-4-hydroxy-4-phenylpiperidine), O(C1=CC=CC=C1)CCN1CC(C(CC1)(C1=CC=CC=C1)O)C(C1=CC=CC=C1)=O (1-(2-phenoxyethyl)-3-benzoyl-4-hydroxy-4-phenylpiperidine), [Cl-].[Al+3].[Cl-].[Cl-] (aluminum chloride). Solvent: C1=CC=CC=C1 (benzene). Product: O(C1=CC=CC=C1)CCN1CCC(CC1)(C1=CC=CC=C1)C1=CC=CC=C1 (1-(2-phenoxyethyl)-4,4-diphenylpiperidine). Reaction SMILES: [CH3:1][N:2]1[CH2:7][CH2:6][C:5](O)([C:8]2[CH:13]=[CH:12][CH:11]=[CH:10][CH:9]=2)[CH:4](C(=O)C2C=CC=CC=2)[CH2:3]1.[O:23]([CH2:30]CN1CCC(O)(C2C=CC=CC=2)C(C(=O)C2C=CC=CC=2)C1)[C:24]1[CH:29]=[CH:28][CH:27]=[CH:26][CH:25]=1.[Cl-].[Al+3].[Cl-].[Cl-]>C1C=CC=CC=1>[O:23]([CH2:30][CH2:1][N:2]1[CH2:7][CH2:6][C:5]([C:8]2[CH:9]=[CH:10][CH:11]=[CH:12][CH:13]=2)([C:8]2[CH:13]=[CH:12][CH:11]=[CH:10][CH:9]=2)[CH2:4][CH2:3]1)[C:24]1[CH:29]=[CH:28][CH:27]=[CH:26][CH:25]=1 |f:2.3.4.5|. Procedure: When proceeding as described in Example 2 but replacing the corresponding 1-methyl-3-benzoyl-4-hydroxy-4-phenylpiperidine by 1-(2-phenoxyethyl)-3-benzoyl-4-hydroxy-4-phenylpiperidine and reacting 20 g. thereof with benzene in the presence of anhydrous aluminum chloride, 13 g. of 1-(2-phenoxyethyl)-4,4-diphenylpiperidine are obtained. Its boiling point is 145° C./0.01 mm. Hg. The compound yields a fumaric acid salt melting at 199.5° C.